This data is from the Open Reaction Database (ORD), a public repository of structured organic reaction records. The task is: describe an organic reaction: reactants, conditions, products, and yield Isolated yield 34.4%. Solvent: O1CCCC1 (tetrahydrofuran), O1CCCC1 (tetrahydrofuran). Yields the product COC(CCCCO)OC (5,5-dimethoxypentanol). Reactants: CCCCCC (n-hexane), [H-].[H-].[H-].[H-].[Li+].[Al+3] (LAH), COC(CCCC(=O)OC)OC (methyl 5,5-dimethoxyvalerate), ice water, C(C)(=O)OCC (ethyl acetate). Reaction conditions: time 2 hour. RXN SMILES: [H-].[H-].[H-].[H-].[Li+].[Al+3].[CH3:7][O:8][CH:9]([O:17][CH3:18])[CH2:10][CH2:11][CH2:12][C:13](OC)=[O:14].CCCCCC.C(OCC)(=O)C>O1CCCC1>[CH3:7][O:8][CH:9]([O:17][CH3:18])[CH2:10][CH2:11][CH2:12][CH2:13][OH:14] |f:0.1.2.3.4.5|. Procedure: To a suspension of LAH (0.4 g, 11 mmol) in tetrahydrofuran (20 ml) was added dropwise at 0° C. methyl 5,5-dimethoxyvalerate (3.5 g, 20 mmol) dissolved in tetrahydrofuran (30 ml), which was then stirred for 2 hours. After the reaction was completed, the mixture was poured into ice-water (50 ml) and then extracted with ether. The organic layer was dried over anhydrous magnesium sulfate, and concentrated under reduced pressure to give a crude product. This crude product thus obtained was subjected ... The reactants are C(C)OC(C([O-])=N)OCC (2,2-diethoxyacetimidate), C1=NC(=CC2=CC=CC=C12)N (isoquinolin-3-amine), Cl.C1(=CC=CC=C1)CN (phenyl methanamine hydrochloride), CO[Na] (MeONa). Run in CO (MeOH). Reaction conditions: temperature 70 celsius. Product: desired product, C(C)OC(C(=N)N)OCC (2,2-diethoxyacetamidine). The yield is 40.0%. Reaction SMILES: C1C2C(=CC=CC=2)C=C(N)[N:2]=1.[CH2:12]([O:14][CH:15]([O:19][CH2:20][CH3:21])[C:16](=[NH:18])[O-])[CH3:13].Cl.C1(CN)C=CC=CC=1.CO[Na]>CO>[CH2:12]([O:14][CH:15]([O:19][CH2:20][CH3:21])[C:16]([NH2:2])=[NH:18])[CH3:13] |f:2.3|. Procedure: Shown in scheme O is the synthesis of intermediates compounds O-1 containing isoquinolin-3-amine. In a 250 ml of three-neck round bottom flask equipped with magnetic stir bar was charged the 2,2-diethoxyacetimidate (O-3) (6.7 g, 41.6 mmol) and MeOH (20 ml) then the phenyl methanamine hydrochloride (0.5 eq., 20.8 mmol) and MeONa (1 eq., 20.8 mmol) were added. The mixture was heated to 70° C. for 1 hr. The solution appeared dark. After the reaction finished, the MeOH solvent was removed by vacuum ... The reactants are C(C)(C)(C)C1=CC(=CC2=C1OCC2(C)C)C(=O)C=2OC=CC2 (7-tert-Butyl-2,3-dihydro-3,3-dimethyl-5-(2-furoyl)benzo[b]furan), COC=1C=CC(=CC1)P2(=S)SP(=S)(S2)C=3C=CC(=CC3)OC (Lawesson's reagent). Run in C1(=CC=CC=C1)C (toluene). Product: C(C)(C)(C)C1=CC(=CC2=C1OCC2(C)C)C(=S)C=2OC=CC2 (7-tert-Butyl-2,3-dihydro-3,3-dimethyl-5-(2-furylthiocarbonyl)benzo[b]furan). Yield: 159.6%. RXN SMILES: [C:1]([C:5]1[C:10]2[O:11][CH2:12][C:13]([CH3:15])([CH3:14])[C:9]=2[CH:8]=[C:7]([C:16]([C:18]2[O:19][CH:20]=[CH:21][CH:22]=2)=O)[CH:6]=1)([CH3:4])([CH3:3])[CH3:2].COC1C=CC(P2(SP(C3C=CC(OC)=CC=3)(=S)S2)=[S:32])=CC=1>C1(C)C=CC=CC=1>[C:1]([C:5]1[C:10]2[O:11][CH2:12][C:13]([CH3:15])([CH3:14])[C:9]=2[CH:8]=[C:7]([C:16]([C:18]2[O:19][CH:20]=[CH:21][CH:22]=2)=[S:32])[CH:6]=1)([CH3:4])([CH3:3])[CH3:2]. Procedure: 7-tert-Butyl-2,3-dihydro-3,3-dimethyl-5-(2-furoyl)benzo[b]furan (600 mg, 2 mmol) and Lawesson's reagent (404 mg, 1 mmol) in dry toluene (10 mL) is refluxed in an argon atmosphere. The mixture is cooled and the toluene evaporated. The resulting solid was purified by flash chromatography on silica gel to give 502 mg (80%) of the title compound as a yellowish crystals. Reactants: COC(=O)c1sc(N)nc1C, CS(=O)(=O)Cl, c1ccncc1. Product: COC(=O)c1sc(NS(C)(=O)=O)nc1C. Reaction SMILES: [NH2:1][c:2]1[s:3][c:4]([C:8](=[O:9])[O:10][CH3:11])[c:5]([CH3:7])[n:6]1.[S:12](=[O:13])(=[O:14])([CH3:15])[Cl:16].[cH:17]1[cH:18][cH:19][n:20][cH:21][cH:22]1>>[NH:1]([c:2]1[s:3][c:4]([C:8](=[O:9])[O:10][CH3:11])[c:5]([CH3:7])[n:6]1)[S:12](=[O:13])(=[O:14])[CH3:15]. The reactants are O1C(=CC=C1)C(=O)N1C(CCCCC1)=O (N-(2-furoyl)caprolactam), BrC1=CC=C(O1)C(=O)O (5-bromo-2-furoic acid). Yields the product BrC1=CC=C(O1)C(=O)N1C(CCCCC1)=O (N-(5-bromo-2-furoyl)caprolactam). RXN SMILES: [O:1]1[CH:5]=[CH:4][CH:3]=[C:2]1[C:6]([N:8]1[CH2:14][CH2:13][CH2:12][CH2:11][CH2:10][C:9]1=[O:15])=[O:7].[Br:16]C1OC(C(O)=O)=CC=1>>[Br:16][C:5]1[O:1][C:2]([C:6]([N:8]2[CH2:14][CH2:13][CH2:12][CH2:11][CH2:10][C:9]2=[O:15])=[O:7])=[CH:3][CH:4]=1. Procedure details: Synthesized as for N-(2-furoyl)caprolactam (Example X) using 5-bromo-2-furoic acid in place of 2-furoic acid. Reactants: O (Water), Cl.NCC(=O)C1=CC(=CC=C1)Cl (2-Amino-1-(3-chlorophenyl)ethanone Hydrochloride), ClC(C(=O)OCC)=O (ethyl chlorooxoacetate), TEA. Solvent: C(Cl)Cl (CH2Cl2), C(Cl)Cl (CH2Cl2). Yields the product ClC=1C=C(C=CC1)C(CNC(C(=O)OCC)=O)=O (Ethyl [[2-(3-Chlorophenyl)-2-oxoethyl]amino](oxo)acetate). The yield is 73.1%. As a reaction SMILES: Cl.[NH2:2][CH2:3][C:4]([C:6]1[CH:11]=[CH:10][CH:9]=[C:8]([Cl:12])[CH:7]=1)=[O:5].Cl[C:14](=[O:20])[C:15]([O:17][CH2:18][CH3:19])=[O:16].O>C(Cl)Cl>[Cl:12][C:8]1[CH:7]=[C:6]([C:4](=[O:5])[CH2:3][NH:2][C:14](=[O:20])[C:15]([O:17][CH2:18][CH3:19])=[O:16])[CH:11]=[CH:10][CH:9]=1 |f:0.1|. Reported procedure: A mixture of 2-amino-1-(3-chlorophenyl)ethanone hydrochloride from Step 79a (2.83 g, 13.7 mmol, 1 eq), ethyl chlorooxoacetate (1.87 g, 13.7 mmol, 1 eq), and CH2Cl2 (40 mL) is cooled in an ice-H2O bath. The mixture is treated with a solution of TEA (4.0 mL, 29 mmol, 2.1 eq) in CH2Cl2 (20 mL), and the reaction is warmed to room temperature overnight. Water is added and the organic layer is separated, dried over MgSO4, filtered., and evaporated. The resulting solid is triturated with hexane/2-propa... Starting materials: ClCC1=CC=C(C(=N1)CC(C)(C)C)C1=C(C=CC(=C1)OC)F (6-(chloromethyl)-2-(2,2-dimethylpropyl)-3-(2-fluoro-5-methoxyphenyl)pyridine), OC=1C=CC(=C(C1)CCC(=O)OCC)C (ethyl 3-(5-hydroxy-2-methylphenyl)propanoate), C([O-])([O-])=O.[Cs+].[Cs+] (cesium carbonate), C(C)(=O)OCC (Ethyl acetate). Run in C(C)#N (acetonitrile). Yields the product CC(CC1=C(C=CC(=N1)COC=1C=CC(=C(C1)CCC(=O)OCC)C)C1=C(C=CC(=C1)OC)F)(C)C (ethyl 3-(5-((6-(2,2-dimethylpropyl)-5-(2-fluoro-5-methoxyphenyl)pyridin-2-yl)methoxy)-2-methylphenyl)propanoate). The yield is 87.0%. Reaction SMILES: Cl[CH2:2][C:3]1[N:8]=[C:7]([CH2:9][C:10]([CH3:13])([CH3:12])[CH3:11])[C:6]([C:14]2[CH:19]=[C:18]([O:20][CH3:21])[CH:17]=[CH:16][C:15]=2[F:22])=[CH:5][CH:4]=1.[OH:23][C:24]1[CH:25]=[CH:26][C:27]([CH3:37])=[C:28]([CH2:30][CH2:31][C:32]([O:34][CH2:35][CH3:36])=[O:33])[CH:29]=1.C(=O)([O-])[O-].[Cs+].[Cs+].C(OCC)(=O)C>C(#N)C>[CH3:11][C:10]([CH3:13])([CH3:12])[CH2:9][C:7]1[N:8]=[C:3]([CH2:2][O:23][C:24]2[CH:25]=[CH:26][C:27]([CH3:37])=[C:28]([CH2:30][CH2:31][C:32]([O:34][CH2:35][CH3:36])=[O:33])[CH:29]=2)[CH:4]=[CH:5][C:6]=1[C:14]1[CH:19]=[C:18]([O:20][CH3:21])[CH:17]=[CH:16][C:15]=1[F:22] |f:2.3.4|. Procedure details: To a solution of 6-(chloromethyl)-2-(2,2-dimethylpropyl)-3-(2-fluoro-5-methoxyphenyl)pyridine (320 mg) in acetonitrile (10 mL) were added ethyl 3-(5-hydroxy-2-methylphenyl)propanoate (230 mg) and cesium carbonate (546 mg), and the mixture was heated under reflux for 15 hr. Ethyl acetate was added to the reaction mixture, and the insoluble material was filtered off. The solvent in the filtrate was evaporated under reduced pressure, and the residue was purified by silica gel column chromatography ... Run in CN(C=O)C (dimethylformamide). Product: COC(COC1=CC=CC=C1)OC (Phenoxyacetaldehyde dimethyl acetal). Reactants: C1(=CC=CC=C1)O (phenol), COC(CBr)OC (bromoacetaldehyde dimethyl acetal), C([O-])([O-])=O.[K+].[K+] (potassium carbonate), O (water). Procedure details: A mixture of 31.3 g of phenol, 60.0 g of bromoacetaldehyde dimethyl acetal and 80 g of potassium carbonate was heated at 150° C. in 300 ml of dimethylformamide. After 4.5 hours the reaction mixture was cooled, added to water, and extracted with diethyl ether. Separation, drying and evaporation of the organic phase gave the crude product. Vacuum distillation, bp 88°-98° C./1 mm yielded the title compound as a colourless oil. As a reaction SMILES: [C:1]1([OH:7])[CH:6]=[CH:5][CH:4]=[CH:3][CH:2]=1.[CH3:8][O:9][CH:10]([O:13][CH3:14])[CH2:11]Br.C(=O)([O-])[O-].[K+].[K+].O>CN(C)C=O>[CH3:8][O:9][CH:10]([O:13][CH3:14])[CH2:11][O:7][C:1]1[CH:6]=[CH:5][CH:4]=[CH:3][CH:2]=1 |f:2.3.4|.